describe an organic reaction: reactants, conditions, products, and yield From a dataset of the Open Reaction Database (ORD), a public repository of structured organic reaction records. Reaction SMILES: [C:20](=[O:21])([O-:22])[O-:23].[CH2:12]([CH3:13])[O:14][C:15]([C:16]#[C:17][CH3:18])=[O:19].[CH3:1][n:2]1[n:3][cH:4][c:5]2[c:6]([OH:11])[cH:7][cH:8][cH:9][c:10]12.[CH3:26][N:27]([CH3:28])[c:29]1[cH:30][cH:31][n:32][cH:33][cH:34]1.[K+:24].[K+:25].[O:35]1[CH2:36][CH2:37][CH2:38][CH2:39]1>>[CH3:1][n:2]1[n:3][cH:4][c:5]2[c:6]([O:11][C:17](=[CH:16][C:15]([O:14][CH2:12][CH3:13])=[O:19])[CH3:18])[cH:7][cH:8][cH:9][c:10]12. Yields the product CCOC(=O)C=C(C)Oc1cccc2c1cnn2C. Reactants: O=C([O-])[O-], CC#CC(=O)OCC, Cn1ncc2c(O)cccc21, CN(C)c1ccncc1, [K+], [K+], C1CCOC1. Isolated yield 57.4%. Run in CN1CCCC1=O (NMP), C(C)(=O)OCC (ethyl acetate). The reactants are ClC=1C2=C(N=CN1)N(CC2)CC2=CC=C(C=C2)OC (4-Chloro-7-(4-methoxy-benzyl)-6,7-dihydro-5H-pyrrolo[2,3-d]pyrimidine), C(=O)(OC(C)(C)C)N1CCNCC1 (1-Boc-piperazine), C(C)(C)(C)O[K] (tBuOK). RXN SMILES: Cl[C:2]1[C:3]2[CH2:10][CH2:9][N:8]([CH2:11][C:12]3[CH:17]=[CH:16][C:15]([O:18][CH3:19])=[CH:14][CH:13]=3)[C:4]=2[N:5]=[CH:6][N:7]=1.[C:20]([N:27]1[CH2:32][CH2:31][NH:30][CH2:29][CH2:28]1)([O:22][C:23]([CH3:26])([CH3:25])[CH3:24])=[O:21].C(O[K])(C)(C)C>CN1C(=O)CCC1.C(OCC)(=O)C>[C:23]([O:22][C:20]([N:27]1[CH2:32][CH2:31][N:30]([C:2]2[C:3]3[CH2:10][CH2:9][N:8]([CH2:11][C:12]4[CH:17]=[CH:16][C:15]([O:18][CH3:19])=[CH:14][CH:13]=4)[C:4]=3[N:5]=[CH:6][N:7]=2)[CH2:29][CH2:28]1)=[O:21])([CH3:26])([CH3:24])[CH3:25]. Product: C(C)(C)(C)OC(=O)N1CCN(CC1)C=1C2=C(N=CN1)N(CC2)CC2=CC=C(C=C2)OC (4-[7-(4-Methoxy-benzyl)-6,7-dihydro-5H-pyrrolo[2,3-d]pyrimidin-4-yl]-piperazine-1-carboxylic acid tert-butyl ester). Procedure details: A solution of 4-Chloro-7-(4-methoxy-benzyl)-6,7-dihydro-5H-pyrrolo[2,3-d]pyrimidine (0.36 g, 1.31 mmol), 1-Boc-piperazine (1.0 g, 5.37 mmol) and tBuOK (0.18 g, 1.60 mmol) in NMP (20 mL) was heated to 128° C. for 20 hours. After cooling, the mixture was diluted with ethyl acetate (500 mL) and washed with water (5×150 mL). The organic phase was dried and concentrated. The residue was subject to column chromatography, eluted by hexane/ethyl acetate (1:1) to give 4-[7-(4-Methoxy-benzyl)-6,7-dihydro-...